describe an organic reaction: reactants, conditions, products, and yield From a dataset of the Open Reaction Database (ORD), a public repository of structured organic reaction records. Starting materials: lithium hexamethyldisilylazide, C(C)OC(CN(C(C1=CC=C(C=C1)OC(F)(F)F)=O)C1CC1)=O ([cyclopropyl-(4-trifluoromethoxy-benzoyl)-amino]-acetic acid ethyl ester), C(C)OC(CN(C(C1=CC=C(C=C1)OC(F)(F)F)=O)C1CC1)=O ([cyclopropyl-(4-trifluoromethoxy-benzoyl)-amino]-acetic acid ethyl ester), C(C1=CN=CC=C1)(=O)O (nicotinic acid), 1,1-carbonyl diimidazole. The solvent is C1CCOC1 (THF), C(Cl)Cl (CH2Cl2). Reaction conditions: temperature -30 celsius, time 1 hour. Yields the product C(C)OC(C(C(C=1C=NC=CC1)=O)N(C(C1=CC=C(C=C1)OC(F)(F)F)=O)C1CC1)=O (2-[Cyclopropyl-(4-trifluoromethoxy-benzoyl)-amino]-3-oxo-3-pyridin-3-yl-propionic acid ethyl ester). Isolated yield 55.0%. As a reaction SMILES: [CH2:1]([O:3][C:4](=[O:23])[CH2:5][N:6]([CH:20]1[CH2:22][CH2:21]1)[C:7](=[O:19])[C:8]1[CH:13]=[CH:12][C:11]([O:14][C:15]([F:18])([F:17])[F:16])=[CH:10][CH:9]=1)[CH3:2].[C:24](O)(=[O:31])[C:25]1[CH:30]=[CH:29][CH:28]=[N:27][CH:26]=1>C1COCC1.C(Cl)Cl>[CH2:1]([O:3][C:4](=[O:23])[CH:5]([N:6]([CH:20]1[CH2:22][CH2:21]1)[C:7](=[O:19])[C:8]1[CH:9]=[CH:10][C:11]([O:14][C:15]([F:16])([F:17])[F:18])=[CH:12][CH:13]=1)[C:24](=[O:31])[C:25]1[CH:26]=[N:27][CH:28]=[CH:29][CH:30]=1)[CH3:2]. Reported procedure: To solution of 12.7 ml (1 M in THF, 13 mmol) of lithium hexamethyldisilylazide cooled to −78° C. under Ar was added, drop wise, a solution of 3.8 g (12 mmol) of [cyclopropyl-(4-trifluoromethoxy-benzoyl)-amino]-acetic acid ethyl ester (intermediate 7B) in 20 ml of THF. The mixture was brought to −30° C. and stirred for 1 h. Separately, 0.6 g (5 mmol) of nicotinic acid was added to 0.8 g (5 mmol) of 1,1-carbonyl diimidazole in 10 ml of CH2Cl2 and the mixture stirred for 1 h after which time it was... Starting materials: amalgam, [Mg] (magnesium), mercuric chloride, cyclopropyl hydrogens, C1(CC1)C(=O)CCCC (n-butyl cyclopropyl ketone), C(C#C)Br (propargyl bromide), [Cl-].[NH4+] (ammonium chloride). The solvent is CCOCC (ether), CCOCC (ether), CCOCC (ether). Yields the product C1(CC1)C(CC#C)(CCCC)O (4-Cyclopropyl-4-hydroxy-1-octyne). As a reaction SMILES: [Mg].[CH:2]1([C:5]([CH2:7][CH2:8][CH2:9][CH3:10])=[O:6])[CH2:4][CH2:3]1.[CH2:11](Br)[C:12]#[CH:13].[Cl-].[NH4+]>CCOCC>[CH:2]1([C:5]([OH:6])([CH2:7][CH2:8][CH2:9][CH3:10])[CH2:13][C:12]#[CH:11])[CH2:4][CH2:3]1 |f:3.4|. Procedure: To a stirred, refluxing suspension of amalgam prepared from 6.2 g of magnesium and 50 mg of mercuric chloride suspended in 60 ml of ether is added a solution of a mixture of 30.4 g of n-butyl cyclopropyl ketone (Example 8) and 29.8 g of propargyl bromide in 65 ml of ether during 60 minutes. After reaction at reflux temperature for an additional 30 minutes, the mixture is cooled to 0° and treated with 35 ml of saturated ammonium chloride. The mixture is diluted with ether and filtered through Cel... The reactants are COC(CC1=C(C=C(C=C1)N)C)=O (2-methyl-4-amino phenylacetic acid methyl ester), CC(=O)C (acetone), C1(=CC=CC=C1)S(=O)(=O)Cl (phenylsulfonyl chloride). Conditions: time 8 hour. Product: COC(CC1=C(C=C(C=C1)NS(=O)(=O)C1=CC=CC=C1)C)=O ({2-methyl-4-[(phenylsulphonyl)amino]phenyl}acetic acid methyl ester). Isolated yield 94.3%. As a reaction SMILES: [CH3:1][O:2][C:3](=[O:13])[CH2:4][C:5]1[CH:10]=[CH:9][C:8]([NH2:11])=[CH:7][C:6]=1[CH3:12].CC(C)=O.[C:18]1([S:24](Cl)(=[O:26])=[O:25])[CH:23]=[CH:22][CH:21]=[CH:20][CH:19]=1>>[CH3:1][O:2][C:3](=[O:13])[CH2:4][C:5]1[CH:10]=[CH:9][C:8]([NH:11][S:24]([C:18]2[CH:23]=[CH:22][CH:21]=[CH:20][CH:19]=2)(=[O:26])=[O:25])=[CH:7][C:6]=1[CH3:12]. Procedure details: To a solution of 2-methyl-4-amino phenylacetic acid methyl ester (5.3 mmol) in acetone (10 mL) dry pyridine (7.95 mmol) and phenylsulfonyl chloride (6.36 mmol) have been added and the resulting solution has been left stirring overnight at room temperature. Acetone has been evaporated and the residue diluted with CHCl3 (15 mL), washed with 1N HCl (2×10 mL), water (3×20 mL), dried over Na2SO4 and evaporated under vacuum to give {2-methyl-4-[(phenylsulphonyl)amino]phenyl}acetic acid methyl ester as... The reactants are CCOC(C)=O, CO, Cl, CC(C)(C)OC(=O)c1ccc(-n2ccc3ccccc32)cc1Nc1ccc(F)cc1, [Na+], C1COCCO1, [OH-], O. The product is O=C(O)c1ccc(-n2ccc3ccccc32)cc1Nc1ccc(F)cc1. RXN SMILES: [CH3:40][CH2:41][O:42][C:43](=[O:44])[CH3:45].[CH3:47][OH:48].[ClH:39].[F:1][c:2]1[cH:3][cH:4][c:5]([NH:6][c:7]2[c:8]([C:9](=[O:10])[O:11][C:12]([CH3:13])([CH3:14])[CH3:15])[cH:16][cH:17][c:18](-[n:20]3[cH:21][cH:22][c:23]4[cH:24][cH:25][cH:26][cH:27][c:28]34)[cH:19]2)[cH:29][cH:30]1.[Na+:38].[O:31]1[CH2:32][CH2:33][O:34][CH2:35][CH2:36]1.[OH-:37].[OH2:46]>>[F:1][c:2]1[cH:3][cH:4][c:5]([NH:6][c:7]2[c:8]([C:9](=[O:10])[OH:11])[cH:16][cH:17][c:18](-[n:20]3[cH:21][cH:22][c:23]4[cH:24][cH:25][cH:26][cH:27][c:28]34)[cH:19]2)[cH:29][cH:30]1. The reactants are CCO, CCOC(=O)C(C)Oc1cccc(Oc2c(Cl)cc(C(F)(F)F)cc2Cl)c1, Cl, [Na+], [OH-], O. Yields the product CC(Oc1cccc(Oc2c(Cl)cc(C(F)(F)F)cc2Cl)c1)C(=O)O. Reaction SMILES: [CH3:31][CH2:32][OH:33].[Cl:1][c:2]1[c:3]([O:4][c:5]2[cH:6][c:7]([O:8][CH:9]([C:10](=[O:11])[O:12][CH2:13][CH3:14])[CH3:15])[cH:16][cH:17][cH:18]2)[c:19]([Cl:27])[cH:20][c:21]([C:23]([F:24])([F:25])[F:26])[cH:22]1.[ClH:30].[Na+:29].[OH-:28].[OH2:34]>>[Cl:1][c:2]1[c:3]([O:4][c:5]2[cH:6][c:7]([O:8][CH:9]([C:10](=[O:11])[OH:12])[CH3:15])[cH:16][cH:17][cH:18]2)[c:19]([Cl:27])[cH:20][c:21]([C:23]([F:24])([F:25])[F:26])[cH:22]1. Starting materials: C(=O)NN (Formylhydrazine), C(CC)N(CCC)CCC (tri-n-propylamine), C(#N)C1=C(SC=C1)NC(OC)=O (methyl 3-cyanothiophen-2-ylcarbamate). Run in COCCO (2-methoxyethanol). Product: N=1C=NN2C(NC3=C(C21)C=CS3)=O (thieno[3,2-e][1,2,4]triazolo[1,5-c]pyrimidin-5(6H)-one). Isolated yield 26.0%. As a reaction SMILES: [CH:1]([NH:3][NH2:4])=[O:2].C([N:8]([CH2:12][CH2:13][CH3:14])[CH2:9]CC)CC.C(C1C=[CH:20][S:19][C:18]=1[NH:22]C(=O)OC)#N>COCCO>[N:8]1[CH:9]=[N:4][N:3]2[C:12]=1[C:13]1[CH:14]=[CH:20][S:19][C:18]=1[NH:22][C:1]2=[O:2]. Procedure: Formylhydrazine (2.08 g, 34.6 mmol) and tri-n-propylamine (3 mL) was added to a suspension of methyl 3-cyanothiophen-2-ylcarbamate (6 g, 32.9 mmol) in 2-methoxyethanol (70 mL) at room temperature. The mixture was heated at reflux overnight under nitrogen. The mixture was concentrated under vacuum to give a crude product, which was purified by preparative HPLC to give 1.8 g (26%) of thieno[3,2-e][1,2,4]triazolo[1,5-c]pyrimidin-5(6H)-one as a solid. 1H NMR (400 MHz, DMSO) δ 7.28-7.30 (d, 1H), 7.39...